From a dataset of the Open Reaction Database (ORD), a public repository of structured organic reaction records. describe an organic reaction: reactants, conditions, products, and yield The yield is 88.0%. The reactants are BrBr (bromine), CCCCCCCC (n-octane), OC(CCCCCC)C1C(CCC1)=O (2-(1-hydroxyheptyl)cyclopentanone). Product: C(CCCCCC)C=1C(CCC1)=O (2-heptyl-2-cyclopentenone). The solvent is O (water). Procedure details: In a 100 ml four-neck flask fitted with a thermometer, a reflux condenser and a stirrer were placed 2-(1-hydroxyheptyl)cyclopentanone (40 g) synthesized in Reference Example 3, bromine (0.4 g) and n-octane (10 ml), and water was removed under refluxing, followed by 4 hours of the reaction at 120° C. The reaction mixture was washed with water and the layers were separated from each other. The resulting organic layer was washed with saturated brine and separated. The organic layer was evaporated o... As a reaction SMILES: O[CH:2]([CH:9]1[CH2:13][CH2:12][CH2:11][C:10]1=[O:14])[CH2:3][CH2:4][CH2:5][CH2:6][CH2:7][CH3:8].BrBr.CCCCCCCC>O>[CH2:2]([C:9]1[C:10](=[O:14])[CH2:11][CH2:12][CH:13]=1)[CH2:3][CH2:4][CH2:5][CH2:6][CH2:7][CH3:8]. The reactants are N#Cc1ccc(CBr)cc1, C1CCOC1, COC(=O)c1ccncc1Br, CCOC(C)=O, O=C(O)CC(O)(CC(=O)O)C(=O)O. Yields the product COC(=O)c1ccncc1Cc1ccc(C#N)cc1. RXN SMILES: [C:1](#[N:2])[c:3]1[cH:4][cH:5][c:6]([CH2:7][Br:8])[cH:9][cH:10]1.[CH2:41]1[O:42][CH2:43][CH2:44][CH2:45]1.[CH3:11][O:12][C:13](=[O:14])[c:15]1[c:16]([Br:21])[cH:17][n:18][cH:19][cH:20]1.[CH3:22][CH2:23][O:24][C:25]([CH3:26])=[O:27].[OH:28][C:29]([CH2:30][C:31]([C:32](=[O:33])[OH:34])([CH2:35][C:36](=[O:37])[OH:38])[OH:39])=[O:40]>>[C:1](#[N:2])[c:3]1[cH:4][cH:5][c:6]([CH2:7][c:16]2[c:15]([C:13]([O:12][CH3:11])=[O:14])[cH:20][cH:19][n:18][cH:17]2)[cH:9][cH:10]1. Starting materials: C1(CC1)C1=CC=C(C=C1)CC(=O)NC(C=1N=C(NC1)C)C1=CC=C(C=C1)OC (2-(4-cyclopropylphenyl)-N-[(4-methoxyphenyl)(2-methyl-1H-imidazol-4-yl)methyl]acetamide), B(Br)(Br)Br (BBr3). Solvent: C(Cl)Cl (CH2Cl2), C(Cl)Cl (CH2Cl2). Conditions: temperature -10 celsius, time 2 hour. Product: C1(CC1)C1=CC=C(C=C1)CC(=O)NC(C=1N=C(NC1)C)C1=CC=C(C=C1)O (2-(4-Cyclopropylphenyl)-N-[(4-hydroxyphenyl)(2-methyl-1H-imidazol-4-yl)methyl]acetamide). The yield is 19.7%. As a reaction SMILES: [CH:1]1([C:4]2[CH:9]=[CH:8][C:7]([CH2:10][C:11]([NH:13][CH:14]([C:21]3[CH:26]=[CH:25][C:24]([O:27]C)=[CH:23][CH:22]=3)[C:15]3[N:16]=[C:17]([CH3:20])[NH:18][CH:19]=3)=[O:12])=[CH:6][CH:5]=2)[CH2:3][CH2:2]1.B(Br)(Br)Br>C(Cl)Cl>[CH:1]1([C:4]2[CH:5]=[CH:6][C:7]([CH2:10][C:11]([NH:13][CH:14]([C:21]3[CH:26]=[CH:25][C:24]([OH:27])=[CH:23][CH:22]=3)[C:15]3[N:16]=[C:17]([CH3:20])[NH:18][CH:19]=3)=[O:12])=[CH:8][CH:9]=2)[CH2:3][CH2:2]1. Procedure details: To a 10 ml round bottom flask containing −78° C. solution of 2-(4-cyclopropylphenyl)-N-[(4-methoxyphenyl)(2-methyl-1H-imidazol-4-yl)methyl]acetamide (80.00 mg, 0.213 mmol) in 2.0 ml of CH2Cl2 was added drop-wise 1.0 N BBr3 in CH2Cl2 (1.065 ml, 1.065 mmol). The resulting solution was stirred at −10° C. for 2 hours. The reaction mixture was quenched with diethyl ether. Water was added and extracted with CH2Cl2. The combined organic layers were washed with brine, dried over anhydrous Na2SO4 and fil... Starting materials: FC1=CC=C(CN(C2=NC=CC=C2)CCN(CCCN)C)C=C1 (N-[2-[N-(4-fluorobenzyl)-N-(2-pyridyl)amino]ethyl]-N-methyl-1,3-propanediamine), C(#N)NC(OC1=CC=CC=C1)=NCCCCOC1=CC(=CC=C1)CN1CCCCC1 (N-cyano-O-phenyl-N'-[4-[3-(piperidinomethyl)phenoxy]butyl]isourea). Yields the product C(#N)NC(=NCCCCOC1=CC(=CC=C1)CN1CCCCC1)NCCCN(C)CCN(C1=NC=CC=C1)CC1=CC=C(C=C1)F (N-cyano-N'-[3-[N-[2-[N-(4-fluorobenzyl)-N-(2-pyridyl)amino]ethyl]-N-methylamino]propyl]-N"-[4-[3-(piperidinomethyl)phenoxy]butyl]guanidine). RXN SMILES: [F:1][C:2]1[CH:23]=[CH:22][C:5]([CH2:6][N:7]([CH2:14][CH2:15][N:16]([CH3:21])[CH2:17][CH2:18][CH2:19][NH2:20])[C:8]2[CH:13]=[CH:12][CH:11]=[CH:10][N:9]=2)=[CH:4][CH:3]=1.[C:24]([NH:26][C:27](=[N:35][CH2:36][CH2:37][CH2:38][CH2:39][O:40][C:41]1[CH:46]=[CH:45][CH:44]=[C:43]([CH2:47][N:48]2[CH2:53][CH2:52][CH2:51][CH2:50][CH2:49]2)[CH:42]=1)OC1C=CC=CC=1)#[N:25]>>[C:24]([NH:26][C:27]([NH:20][CH2:19][CH2:18][CH2:17][N:16]([CH2:15][CH2:14][N:7]([CH2:6][C:5]1[CH:22]=[CH:23][C:2]([F:1])=[CH:3][CH:4]=1)[C:8]1[CH:13]=[CH:12][CH:11]=[CH:10][N:9]=1)[CH3:21])=[N:35][CH2:36][CH2:37][CH2:38][CH2:39][O:40][C:41]1[CH:46]=[CH:45][CH:44]=[C:43]([CH2:47][N:48]2[CH2:49][CH2:50][CH2:51][CH2:52][CH2:53]2)[CH:42]=1)#[N:25]. Procedure: Preparation is effected analogously to Example 1, using 0.50 g (1.6 mmol) of N-[2-[N-(4-fluorobenzyl)-N-(2-pyridyl)amino]ethyl]-N-methyl-1,3-propanediamine and the equimolar amount of N-cyano-O-phenyl-N'-[4-[3-(piperidinomethyl)phenoxy]butyl]isourea as starting materials. Working up by chromatography analogously to Example 1 yields the purified title compound in the form of a viscous oil; MS (+FAB method): m/z (rel. int. [%])=629 ([M+H]+, 18), 229 (98), 109 (100); IR (KBr): 2164 cm-1 (C≡N). For ... Starting materials: [OH-].[Na+] (Sodium hydroxide), ClC[C@@H](CN1CCN(CC1)S(=O)(=O)C)O (1-chloro-(R)-2-hydroxy-3-(4-methanesulfonylpiperazin-1-yl)propane). The solvent is C1CCOC1.O (THF water). Conditions: time 35 minute. Yields the product O1[C@@H](C1)CN1CCN(CC1)S(=O)(=O)C (1-[(2R)-oxiranylmethyl]-4-methanesulfonylpiperazine). Reaction SMILES: [OH-].[Na+].Cl[CH2:4][C@H:5]([OH:17])[CH2:6][N:7]1[CH2:12][CH2:11][N:10]([S:13]([CH3:16])(=[O:15])=[O:14])[CH2:9][CH2:8]1>C1COCC1.O>[O:17]1[CH2:4][C@H:5]1[CH2:6][N:7]1[CH2:12][CH2:11][N:10]([S:13]([CH3:16])(=[O:15])=[O:14])[CH2:9][CH2:8]1 |f:0.1,3.4|. Procedure: Sodium hydroxide (1.07 g, 26.7 mmol) was added to a vigorously stirred solution of 1-chloro-(R)-2-hydroxy-3-(4-methanesulfonylpiperazin-1-yl)propane, the product of the previous step (5.69 g, 22.2 mmol) in THF/water (150 mL/35 mL). The reaction mixture was stirred for 35 min, concentrated in vacuo to approximately 50 mL volume, diluted with chloroform (200 mL), and washed with 1M NaOH (2×70 mL) and brine (70 mL). The organic layer was dried (MgSO4), filtered and concentrated in vacuo to yield a ...